Dataset: the Open Reaction Database (ORD), a public repository of structured organic reaction records. Task: describe an organic reaction: reactants, conditions, products, and yield Starting materials: Brc1ccc(Br)nc1, [Li]CCCC, COCC(=O)OC, CCOCC, CCCCCC, Cl. The product is COCC(=O)c1ccc(Br)nc1. RXN SMILES: [Br:1][c:2]1[n:3][cH:4][c:5]([Br:8])[cH:6][cH:7]1.[CH2:15]([Li:16])[CH2:17][CH2:18][CH3:19].[CH3:20][O:21][CH2:22][C:23](=[O:24])[O:25][CH3:26].[CH3:28][CH2:29][O:30][CH2:31][CH3:32].[CH3:9][CH2:10][CH2:11][CH2:12][CH2:13][CH3:14].[ClH:27]>>[Br:1][c:2]1[n:3][cH:4][c:5]([C:23]([CH2:22][O:21][CH3:20])=[O:24])[cH:6][cH:7]1. The reactants are ClC=1C=CC(=C(C(=O)C2=CC=CC=C2)C1)NC(C(Cl)(Cl)Cl)=O (5-chloro-2-trichloroacetylaminobenzophenone), NC1CCN(CC1)CC1=CC=CC=C1 (4-amino-1-benzylpiperidine). The product is C(C1=CC=CC=C1)N1CCC(CC1)N1C(NC2=CC=C(C=C2C1C1=CC=CC=C1)Cl)=O (3-(1-benzylpiperidin-4-yl)-6-chloro-4-phenyl-3,4-dihydro-2(1H)-quinazolinone). RXN SMILES: [Cl:1][C:2]1[CH:3]=[CH:4][C:5]([NH:16][C:17](=[O:22])C(Cl)(Cl)Cl)=[C:6]([CH:15]=1)[C:7]([C:9]1[CH:14]=[CH:13][CH:12]=[CH:11][CH:10]=1)=O.[NH2:23][CH:24]1[CH2:29][CH2:28][N:27]([CH2:30][C:31]2[CH:36]=[CH:35][CH:34]=[CH:33][CH:32]=2)[CH2:26][CH2:25]1>>[CH2:30]([N:27]1[CH2:28][CH2:29][CH:24]([N:23]2[CH:7]([C:9]3[CH:14]=[CH:13][CH:12]=[CH:11][CH:10]=3)[C:6]3[C:5](=[CH:4][CH:3]=[C:2]([Cl:1])[CH:15]=3)[NH:16][C:17]2=[O:22])[CH2:25][CH2:26]1)[C:31]1[CH:32]=[CH:33][CH:34]=[CH:35][CH:36]=1. Reported procedure: In similar way as in Preparation Example 24, the title compound was synthesized from 5-chloro-2-trichloroacetylaminobenzophenone and 4-amino-1-benzylpiperidine. Reactants: BrC1C=C(C(C1)=O)CCCCCCC(=O)O (4-bromo-2(6-carboxyhexyl)cyclopent-2-en-1-one), C(CO)O (ethylene glycol), N1=C(C=CC=C1C)C (2,6-lutidine). The reagents and catalysts are [B-](F)(F)(F)F.[Ag+] (silver fluoborate). The solvent is O (water). Reaction conditions: time 2 hour. Product: OCCOC1C=C(C(C1)=O)CCCCCCC(=O)O (4-(2-hydroxyethoxy)-2-(6-carboxyhexyl)cyclopent-2-en-1-one). Reaction SMILES: Br[CH:2]1[CH2:6][C:5](=[O:7])[C:4]([CH2:8][CH2:9][CH2:10][CH2:11][CH2:12][CH2:13][C:14]([OH:16])=[O:15])=[CH:3]1.[CH2:17]([OH:20])[CH2:18][OH:19].N1C(C)=CC=CC=1C>O.[B-](F)(F)(F)F.[Ag+]>[OH:19][CH2:18][CH2:17][O:20][CH:2]1[CH2:6][C:5](=[O:7])[C:4]([CH2:8][CH2:9][CH2:10][CH2:11][CH2:12][CH2:13][C:14]([OH:16])=[O:15])=[CH:3]1 |f:4.5|. Procedure details: To a stirred solution of 19.1 g. of crude 4-bromo-2-(6-carboxyhexyl)cyclopent-2-en-1-one (Example 93) in 310 ml. of ethylene glycol is added 15.6 g. (80 mmole) of silver fluoborate during 2 minutes. The exothermic reaction is controlled to give a temperature of 29° C., and after 1 minute the mixture is treated during 1 minute with 8.6 g. (80 mmole) of 2,6-lutidine. The mixture is stirred at ambient temperature for 2 hours, diluted with water, and filtered. The filtrate is diluted with saturated ... Reactants: COC(=O)CBr, C1CCC(NC2CCCCC2)CC1, c1ccccc1. Yields the product COC(=O)CN(C1CCCCC1)C1CCCCC1. RXN SMILES: [Br:1][CH2:2][C:3](=[O:4])[O:5][CH3:6].[CH:7]1([NH:13][CH:14]2[CH2:15][CH2:16][CH2:17][CH2:18][CH2:19]2)[CH2:8][CH2:9][CH2:10][CH2:11][CH2:12]1.[cH:20]1[cH:21][cH:22][cH:23][cH:24][cH:25]1>>[CH2:2]([C:3](=[O:4])[O:5][CH3:6])[N:13]([CH:7]1[CH2:8][CH2:9][CH2:10][CH2:11][CH2:12]1)[CH:14]1[CH2:15][CH2:16][CH2:17][CH2:18][CH2:19]1.